From a dataset of the Open Reaction Database (ORD), a public repository of structured organic reaction records. describe an organic reaction: reactants, conditions, products, and yield Reactants: C(C)(C)(C)[SiH2]OC(C=1OC=C(N1)CN1N=CC(=N1)N)(C)C (2-[2-(tert-butyl-dimethyl-silanyloxymethyl)-oxazol-4-ylmethyl]-2H-[1,2,3]triazol-4-ylamine), CCN(C(C)C)C(C)C (DIPEA), N#N (N2), C1=CC=C(C(=C1)COC(=O)Cl)Cl (2-chlorobenzylchloroformate). The solvent is C(Cl)Cl (CH2Cl2), O (water). Run at temperature 0 celsius, time 1 hour. The product is ClC1=C(COC(NC2=NN(N=C2)CC=2N=C(OC2)C(O[SiH2]C(C)(C)C)(C)C)=O)C=CC=C1 ({2-[2-(tert-Butyl-dimethyl-silanyloxymethyl)-oxazol-4-ylmethyl]-2H-[1,2,3]triazol-4-yl}-carbamic acid 2-chloro-benzyl ester). As a reaction SMILES: N#N.[C:3]([SiH2:7][O:8][C:9]([CH3:23])([CH3:22])[C:10]1[O:11][CH:12]=[C:13]([CH2:15][N:16]2[N:20]=[C:19]([NH2:21])[CH:18]=[N:17]2)[N:14]=1)([CH3:6])([CH3:5])[CH3:4].CCN(C(C)C)C(C)C.[CH:33]1[CH:38]=[C:37]([CH2:39][O:40][C:41](Cl)=[O:42])[C:36]([Cl:44])=[CH:35][CH:34]=1>C(Cl)Cl.O>[Cl:44][C:36]1[CH:35]=[CH:34][CH:33]=[CH:38][C:37]=1[CH2:39][O:40][C:41](=[O:42])[NH:21][C:19]1[CH:18]=[N:17][N:16]([CH2:15][C:13]2[N:14]=[C:10]([C:9]([CH3:23])([CH3:22])[O:8][SiH2:7][C:3]([CH3:6])([CH3:4])[CH3:5])[O:11][CH:12]=2)[N:20]=1. Procedure details: In a flame dried round-bottomed flask equipped with a magnetic stir bar and under inert atmosphere (N2), a solution of 2-[2-(tert-butyl-dimethyl-silanyloxymethyl)-oxazol-4-ylmethyl]-2H-[1,2,3]triazol-4-ylamine (93 mg, 0.30 mmol) in CH2Cl2 (5.0 mL) was treated with DIPEA (0.08 mL, 0.48 mmol) followed by 2-chlorobenzylchloroformate (0.06 mL, 0.39 mmol) at 0° C. The reaction mixture was stirred at 0° C. for 1 h and water (5.0 mL) was added. The layers were separated and the aq. layer extracted with...